Dataset: the Open Reaction Database (ORD), a public repository of structured organic reaction records. Task: describe an organic reaction: reactants, conditions, products, and yield The reactants are 52, C1(=CC=CC=C1)O (phenol), aqueous solution, [OH-].[Na+] (sodium hydroxide), O (water), 92.5, N1=C(Cl)N=C(Cl)N=C1Cl (cyanuric chloride). Solvent: C1(=CC=CC=C1)C (toluene). Conditions: temperature 50 celsius, time 1 hour. The product is ClC1=NC(=NC(=N1)Cl)OC1=CC=CC=C1 (2,4-dichloro-6-phenoxy-1,3,5-triazine). Reaction SMILES: [C:1]1([OH:7])[CH:6]=[CH:5][CH:4]=[CH:3][CH:2]=1.[OH-].[Na+].O.[N:11]1[C:18]([Cl:19])=[N:17][C:15](Cl)=[N:14][C:12]=1[Cl:13]>C1(C)C=CC=CC=1>[Cl:13][C:12]1[N:11]=[C:18]([Cl:19])[N:17]=[C:15]([O:7][C:1]2[CH:6]=[CH:5][CH:4]=[CH:3][CH:2]=2)[N:14]=1 |f:1.2|. Procedure: An aqueous solution of 52 parts of phenol and 50 parts by volume of a 33% aqueous solution of sodium hydroxide in 250 parts of water is treated, at a temperature of between 30° and 35° C., with a solution of 92.5 parts of cyanuric chloride in 700 parts by volume of toluene, with thorough stirring. The reaction mixture is heated to 50° C. and stirred for a further 1 hour at this temperature. The organic phase is separated off and dried with magnesium sulfate and the bulk of the toluene is distill... Product: FC(C(=O)O)(F)F.ClC1=CC=C(C=C1)C[C@H](C(N1CCC(CC1)C1=C(C=CC=C1)C(F)(F)F)=O)NC(=O)[C@H]1NCC2=CC=CC=C2C1 (N-((1R)-1-[(4-Chlorophenyl)methyl]-2-oxo-2-{4-[2-(trifluoromethyl)phenyl]-piperidyl}ethyl)((3S)(3-1,2,3,4-tetrahydroisoquinolyl))carboxamide Trifluoroacetate). RXN SMILES: [Cl:1][C:2]1[CH:7]=[CH:6][C:5]([CH2:8][C@@H:9]([NH:28][C:29]([C@@H:31]2[CH2:40][C:39]3[C:34](=[CH:35][CH:36]=[CH:37][CH:38]=3)[CH2:33][N:32]2C(OC(C)(C)C)=O)=[O:30])[C:10](=[O:27])[N:11]2[CH2:16][CH2:15][CH:14]([C:17]3[CH:22]=[CH:21][CH:20]=[CH:19][C:18]=3[C:23]([F:26])([F:25])[F:24])[CH2:13][CH2:12]2)=[CH:4][CH:3]=1.[C:48]([OH:54])([C:50]([F:53])([F:52])[F:51])=[O:49]>C(Cl)Cl>[F:51][C:50]([F:53])([F:52])[C:48]([OH:54])=[O:49].[Cl:1][C:2]1[CH:7]=[CH:6][C:5]([CH2:8][C@@H:9]([NH:28][C:29]([C@@H:31]2[CH2:40][C:39]3[C:34](=[CH:35][CH:36]=[CH:37][CH:38]=3)[CH2:33][NH:32]2)=[O:30])[C:10](=[O:27])[N:11]2[CH2:16][CH2:15][CH:14]([C:17]3[CH:22]=[CH:21][CH:20]=[CH:19][C:18]=3[C:23]([F:25])([F:24])[F:26])[CH2:13][CH2:12]2)=[CH:4][CH:3]=1 |f:3.4|. Starting materials: ClC1=CC=C(C=C1)C[C@H](C(N1CCC(CC1)C1=C(C=CC=C1)C(F)(F)F)=O)NC(=O)[C@H]1N(CC2=CC=CC=C2C1)C(=O)OC(C)(C)C (tert-butyl 3-[N-((1R)-1-[(4-chlorophenyl)methyl]-2-oxo-2-{4-[2-(trifluoromethyl)-phenyl]piperidyl}ethyl)-carbamoyl](3S)-1,2,3,4-tetrahydroisoquinoline-2-carboxylate), C(=O)(C(F)(F)F)O (TFA). Reaction conditions: time 30 minute. The solvent is C(Cl)Cl (CH2Cl2). Procedure details: The title compound was prepared according to the procedure described in Example 3 (Step b) from tert-butyl 3-[N-((1R)-1-[(4-chlorophenyl)methyl]-2-oxo-2-{4-[2-(trifluoromethyl)-phenyl]piperidyl}ethyl)-carbamoyl](3S)-1,2,3,4-tetrahydroisoquinoline-2-carboxylate (Step f) (335 mg, 0.5 mmol) and 50% TFA in CH2Cl2 (20 mL). Purification by reverse phase preparative HPLC [Phenomenex; 5 μm 250×21.2 mm, 5% to 95% CH3CN (0.1% TFA) in H2O (0.1% TFA) over 30 min, then 100% CH3CN (0.1% TFA) for 2 min] provid... Reactants: resultant product, C(CCCCC)=O (1-hexanal), C1=CC=CC2=CC=CC=C12 (naphthalene), hydrocarbon, C=CC=C (1,3-butadiene), [Li].C1=CC=CC2=CC=CC=C12 (lithium naphthalene), powder, [Li] (lithium). The solvent is O1CCCC1 (tetrahydrofuran), O1CCCC1 (tetrahydrofuran). Conditions: temperature 55 celsius. Product: CCC#CC(CCCCC)O (3-decyn-5-ol). As a reaction SMILES: [CH:1]1[C:10]2[C:5](=[CH:6][CH:7]=[CH:8][CH:9]=2)[CH:4]=[CH:3][CH:2]=1.[Li].[Li].C1C2C(=CC=CC=2)C=CC=1.C=CC=C.C(=[O:33])CCCCC>O1CCCC1>[CH3:1][CH2:2][C:3]#[C:4][CH:5]([OH:33])[CH2:6][CH2:7][CH2:8][CH2:9][CH3:10] |f:2.3,^1:10,11|. Procedure: Following the procedure of Example 1, but with a pressure equalizing dropping funnel in place of the gas addition tube, 100 g. of naphthalene (0.77 moles) were added to 7.3 g. of lithium metal powder (1.05 moles) in 100 ml. tetrahydrofuran forming a dark green-brown lithium-naphthalene adduct over a period of about 30 minutes. 168 g. of the gaseous hydrocarbon mixture of Example 1 dissolved in 800 ml. tetrahydrofuran were added to the flask over a two hour period while maintaining the slurry at ... The reactants are Cl (HCl), [Si](C)(C)(C(C)(C)C)OCC=1C=C2CCCN(C2=NC1C(OC)OC)C(=O)NC1=NC=C(C(=N1)O[C@@H]1COCC1)C#N ((S)-6-(((tert-butyldimethylsilyl)oxy)methyl)-N-(5-cyano-4-((tetrahydrofuran-3-yl)oxy)pyrimidin-2-yl)-7-(dimethoxymethyl)-3,4-dihydro-1,8-naphthyridine-1(2H)-carboxamide), [Si](C)(C)(C(C)(C)C)OCC=1C=C2CCCN(C2=NC1C(OC)OC)C(=O)NC1=NC=C(C(=N1)O[C@@H]1COCC1)C#N ((S)-6-(((tert-butyldimethylsilyl)oxy)methyl)-N-(5-cyano-4-((tetrahydrofuran-3-yl)oxy)pyrimidin-2-yl)-7-(dimethoxymethyl)-3,4-dihydro-1,8-naphthyridine-1(2H)-carboxamide). The solvent is O (water), C1CCOC1 (THF). Reaction conditions: time 16 hour. The product is C(#N)C=1C(=NC(=NC1)NC(=O)N1CCCC2=CC(=C(N=C12)C=O)CO)O[C@@H]1COCC1 ((S)-N-(5-cyano-4-((tetrahydrofuran-3-yl)oxy)pyrimidin-2-yl)-7-formyl-6-(hydroxymethyl)-3,4-dihydro-1,8-naphthyridine-1(2H)-carboxamide). Reaction SMILES: [Si]([O:8][CH2:9][C:10]1[CH:11]=[C:12]2[C:17](=[N:18][C:19]=1[CH:20](OC)[O:21]C)[N:16]([C:25]([NH:27][C:28]1[N:33]=[C:32]([O:34][C@H:35]3[CH2:39][CH2:38][O:37][CH2:36]3)[C:31]([C:40]#[N:41])=[CH:30][N:29]=1)=[O:26])[CH2:15][CH2:14][CH2:13]2)(C(C)(C)C)(C)C.Cl>C1COCC1.O>[C:40]([C:31]1[C:32]([O:34][C@H:35]2[CH2:39][CH2:38][O:37][CH2:36]2)=[N:33][C:28]([NH:27][C:25]([N:16]2[C:17]3[C:12](=[CH:11][C:10]([CH2:9][OH:8])=[C:19]([CH:20]=[O:21])[N:18]=3)[CH2:13][CH2:14][CH2:15]2)=[O:26])=[N:29][CH:30]=1)#[N:41]. Procedure details: (S)-6-(((tert-butyldimethylsilyl)oxy)methyl)-N-(5-cyano-4-((tetrahydrofuran-3-yl)oxy)pyrimidin-2-yl)-7-(dimethoxymethyl)-3,4-dihydro-1,8-naphthyridine-1(2H)-carboxamide (intermediate 37Q, 76 mg, 0.13 mmol) was dissolved in THF (2 ml) and water (1 ml), treated with conc. HCl (0.5 ml) and stirred for 16 h at room temperature. The reaction mixture was quenched with sat. aq. NaHCO3 and extracted with DCM (3×). The organic layer was dried over Na2SO4, filtered and concentrated under vacuum. The crude... Starting materials: CC(C)Cc1ccc(CC(C)C)c(N)c1, Cl, F[B-](F)(F)F, O=N[O-], [NH4+], [Na+], O. The product is CC(C)Cc1ccc(CC(C)C)c(F)c1. Reaction SMILES: [CH2:2]([CH:3]([CH3:4])[CH3:5])[c:6]1[c:7]([NH2:8])[cH:9][c:10]([CH2:13][CH:14]([CH3:15])[CH3:16])[cH:11][cH:12]1.[ClH:1].[F:21][B-:22]([F:23])([F:24])[F:25].[N:17]([O-:18])=[O:19].[NH4+:26].[Na+:20].[OH2:27]>>[CH2:2]([CH:3]([CH3:4])[CH3:5])[c:6]1[c:7]([F:21])[cH:9][c:10]([CH2:13][CH:14]([CH3:15])[CH3:16])[cH:11][cH:12]1.